From a dataset of the Open Reaction Database (ORD), a public repository of structured organic reaction records. describe an organic reaction: reactants, conditions, products, and yield Reactants: ClC=1C2=C(N=CN1)C(=C(N2)C)C(=O)OCC (ethyl 4-chloro-6-methyl-5H-pyrrolo[3,2-d]pyrimidine-7-carboxylate), C1(CC1)COC1=C(C=C(C(=C1)OC)F)B1OC(C(O1)(C)C)(C)C (2-(2-cyclopropylmethoxy-5-fluoro-4-methoxy-phenyl)-4,4,5,5-tetramethyl-[1,3,2]dioxaborolane). Yields the product C1(CC1)COC1=C(C=C(C(=C1)OC)F)C=1C2=C(N=CN1)C(=C(N2)C)C(=O)OCC (Ethyl 4-(2-cyclopropylmethoxy-5-fluoro-4-methoxy-phenyl)-6-methyl-5H-pyrrolo[3,2-d]pyrimidine-7-carboxylate). Reaction SMILES: Cl[C:2]1[C:3]2[NH:10][C:9]([CH3:11])=[C:8]([C:12]([O:14][CH2:15][CH3:16])=[O:13])[C:4]=2[N:5]=[CH:6][N:7]=1.[CH:17]1([CH2:20][O:21][C:22]2[CH:27]=[C:26]([O:28][CH3:29])[C:25]([F:30])=[CH:24][C:23]=2B2OC(C)(C)C(C)(C)O2)[CH2:19][CH2:18]1>>[CH:17]1([CH2:20][O:21][C:22]2[CH:27]=[C:26]([O:28][CH3:29])[C:25]([F:30])=[CH:24][C:23]=2[C:2]2[C:3]3[NH:10][C:9]([CH3:11])=[C:8]([C:12]([O:14][CH2:15][CH3:16])=[O:13])[C:4]=3[N:5]=[CH:6][N:7]=2)[CH2:18][CH2:19]1. Procedure: Starting from ethyl 4-chloro-6-methyl-5H-pyrrolo[3,2-d]pyrimidine-7-carboxylate (example A4) and 2-(2-cyclopropylmethoxy-5-fluoro-4-methoxy-phenyl)-4,4,5,5-tetramethyl-[1,3,2]dioxaborolane (example B.c12) the title compound is obtained as pale yellow solid. The reactants are CO, [K+], O=CNCCCOc1cccc(CN2CCCCC2)n1, [OH-]. Yields the product NCCCOc1cccc(CN2CCCCC2)n1. As a reaction SMILES: [CH3:23][OH:24].[K+:22].[N:1]1([CH2:7][c:8]2[cH:9][cH:10][cH:11][c:12]([O:14][CH2:15][CH2:16][CH2:17][NH:18][CH:19]=[O:20])[n:13]2)[CH2:2][CH2:3][CH2:4][CH2:5][CH2:6]1.[OH-:21]>>[N:1]1([CH2:7][c:8]2[cH:9][cH:10][cH:11][c:12]([O:14][CH2:15][CH2:16][CH2:17][NH2:18])[n:13]2)[CH2:2][CH2:3][CH2:4][CH2:5][CH2:6]1. Starting materials: FC(C=1C=C(N)C=CC1)(F)F (3-(trifluoromethyl)aniline), C(\C=C\C)=O ((E)-but-2-enal), C(C)(=O)OCC (ethyl acetate). The solvent is Cl (HCl), O (water). Product: CC1=NC2=CC(=CC=C2C=C1)C(F)(F)F (2-methyl-7-(trifluoromethyl)quinoline). Yield: 28.9%. RXN SMILES: [F:1][C:2]([F:11])([F:10])[C:3]1[CH:4]=[C:5]([CH:7]=[CH:8][CH:9]=1)[NH2:6].[CH:12](=O)/[CH:13]=[CH:14]/[CH3:15].C(OCC)(=O)C>Cl.O>[CH3:15][C:14]1[CH:13]=[CH:12][C:7]2[C:5](=[CH:4][C:3]([C:2]([F:10])([F:11])[F:1])=[CH:9][CH:8]=2)[N:6]=1. Reported procedure: To a solution of 3-(trifluoromethyl)aniline (12.43 mL, 99.92 mmol) in 6 N HCl (50 mL) in water was added (E)-but-2-enal (18.77 mL, 229.8 mmol) dropwise at reflux. The reaction was stirred at reflux for 3 hours. After cooling to ambient temperature, ethyl acetate (200 mL) was added. The aqueous layer was separated, basified with ammonium hydroxide to about pH 9, and extracted with DCM (2×200 mL). The combined organic layers were dried (sodium sulfate), filtered and concentrated under reduced pres... Starting materials: [N+](=O)([O-])[O-].[K+] (KNO3), OS(=O)(=O)O (H2SO4), C(C)(C)(C)C1=C(N)C=CC=C1 (2-tert-butyl aniline), [N+](=O)([O-])[O-].[K+] (KNO3), BrC1=C(C(=O)N)C=CC=N1 (bromo nicotinamide). The solvent is O (H2O). Conditions: temperature -10 celsius. Product: C(C)(C)(C)C1=C(N)C=C(C=C1)[N+](=O)[O-] (2-tert-butyl-5-nitro-aniline). RXN SMILES: OS(O)(=O)=O.[C:6]([C:10]1[CH:16]=[CH:15][CH:14]=[CH:13][C:11]=1[NH2:12])([CH3:9])([CH3:8])[CH3:7].[N+:17]([O-])([O-:19])=[O:18].[K+].BrC1N=CC=CC=1C(N)=O>O>[C:6]([C:10]1[CH:16]=[CH:15][C:14]([N+:17]([O-:19])=[O:18])=[CH:13][C:11]=1[NH2:12])([CH3:9])([CH3:7])[CH3:8] |f:2.3|. Procedure details: To H2SO4 (98%, 389 mL) in a 500 mL 3-neck flask was added 2-tert-butyl aniline (40.6 mL). The reaction was cooled to −10° C. and KNO3 in 3.89 g aliquots was added every 6 min for a total of 10 aliquots. Tried to maintain temperature at −5° C. to −10° C. After final addition of KNO3, stirred the reaction for five min then it was poured onto ice (50 g). The black mix was diluted with H2O and extracted with EtOAc. The aqueous layer was basified with solid NaOH slowly then extracted with EtOAc (2×).... The reactants are CCOC(=O)C(CCc1ccccc1)NC(C)C(=O)N1CC2CCCCC2C1C(=O)O, [Na+], [OH-]. The product is CC(NC(CCc1ccccc1)C(=O)O)C(=O)N1CC2CCCCC2C1C(=O)O. As a reaction SMILES: [C:1](=[O:2])([O:3][CH2:4][CH3:5])[CH:6]([CH2:7][CH2:8][c:9]1[cH:10][cH:11][cH:12][cH:13][cH:14]1)[NH:15][CH:16]([CH3:17])[C:18](=[O:19])[N:20]1[CH:21]([C:29](=[O:30])[OH:31])[CH:22]2[CH2:23][CH2:24][CH2:25][CH2:26][CH:27]2[CH2:28]1.[Na+:33].[OH-:32]>>[C:1](=[O:2])([OH:3])[CH:6]([CH2:7][CH2:8][c:9]1[cH:10][cH:11][cH:12][cH:13][cH:14]1)[NH:15][CH:16]([CH3:17])[C:18](=[O:19])[N:20]1[CH:21]([C:29](=[O:30])[OH:31])[CH:22]2[CH2:23][CH2:24][CH2:25][CH2:26][CH:27]2[CH2:28]1. Starting materials: CC1OC1(Cn1cncn1)c1ccc(F)cc1F, O=c1[nH]ccn1-c1ccc(Cn2ccnn2)cc1. The product is CC(n1ccn(-c2ccc(Cn3ccnn3)cc2)c1=O)C(O)(Cn1cncn1)c1ccc(F)cc1F. Reaction SMILES: [F:1][c:2]1[c:3]([C:9]2([CH2:13][n:14]3[n:15][cH:16][n:17][cH:18]3)[O:10][CH:11]2[CH3:12])[cH:4][cH:5][c:6]([F:8])[cH:7]1.[n:19]1([CH2:24][c:25]2[cH:26][cH:27][c:28](-[n:31]3[c:32](=[O:36])[nH:33][cH:34][cH:35]3)[cH:29][cH:30]2)[n:20][n:21][cH:22][cH:23]1>>[F:1][c:2]1[c:3]([C:9]([OH:10])([CH:11]([CH3:12])[n:33]2[c:32](=[O:36])[n:31](-[c:28]3[cH:27][cH:26][c:25]([CH2:24][n:19]4[n:20][n:21][cH:22][cH:23]4)[cH:30][cH:29]3)[cH:35][cH:34]2)[CH2:13][n:14]2[n:15][cH:16][n:17][cH:18]2)[cH:4][cH:5][c:6]([F:8])[cH:7]1. Reactants: CN(C)c1ccccc1, CCOC(C)=O, CC(C)O, O=C(Cl)Cl, COc1cc(OC)nc(N)n1. Yields the product COc1cc(OC)nc(NC(=O)OC(C)C)n1. Reaction SMILES: [CH3:16][N:17]([CH3:18])[c:19]1[cH:20][cH:21][cH:22][cH:23][cH:24]1.[CH3:29][CH2:30][O:31][C:32](=[O:33])[CH3:34].[CH:25]([CH3:26])([CH3:27])[OH:28].[Cl:1][C:2]([Cl:3])=[O:4].[NH2:5][c:6]1[n:7][c:8]([O:14][CH3:15])[cH:9][c:10]([O:12][CH3:13])[n:11]1>>[C:2](=[O:4])([NH:5][c:6]1[n:7][c:8]([O:14][CH3:15])[cH:9][c:10]([O:12][CH3:13])[n:11]1)[O:28][CH:25]([CH3:26])[CH3:27].